From a dataset of the Open Reaction Database (ORD), a public repository of structured organic reaction records. describe an organic reaction: reactants, conditions, products, and yield Starting materials: CC1=NC=2N3C(N(C(C2N1)=O)C)=N[C@H]1[C@@H]3CCC1 (5,6a(R),7,8,9,9a(S)-hexahydro-2,5-dimethylcyclopent[4,5]imidazo[2,1-b]purin-4(3H)-one), C(C)(=O)OCBr (bromomethyl acetate). The product is CC1=NC=2N3C(N(C(C2N1COC(C)=O)=O)C)=N[C@H]1[C@@H]3CCC1 (5,6a(R),7,8,9,9a(S)-Hexahydro-2,5-dimethyl-3-[acetoxymethyl]cyclopent[4,5]imidazo[2,1-b]purin-4(3H)-one). RXN SMILES: [CH3:1][C:2]1[NH:10][C:9]2[C:8](=[O:11])[N:7]([CH3:12])[C:6]3=[N:13][C@@H:14]4[CH2:18][CH2:17][CH2:16][C@@H:15]4[N:5]3[C:4]=2[N:3]=1.[C:19]([O:22][CH2:23]Br)(=[O:21])[CH3:20]>>[CH3:1][C:2]1[N:10]([CH2:23][O:22][C:19](=[O:21])[CH3:20])[C:9]2[C:8](=[O:11])[N:7]([CH3:12])[C:6]3=[N:13][C@@H:14]4[CH2:18][CH2:17][CH2:16][C@@H:15]4[N:5]3[C:4]=2[N:3]=1. Procedure details: Treat 5,6a(R),7,8,9,9a(S)-hexahydro-2,5-dimethylcyclopent[4,5]imidazo[2,1-b]purin-4(3H)-one from Example 19a with bromomethyl acetate in accordance with Example 47 to give the title compound as a powder. Reactants: C(=O)O (HCOOH), S(O)(O)(=O)=O (sulfuric acid), ice water, BrC12CCC(CC1)(CC2)CCCCC (1-bromo-4-pentylbicyclo(2,2,2)octane). Reagents/catalysts: S(=O)(=O)([O-])[O-].[Ag+2] (silver sulfate). Conditions: temperature 5 celsius. The product is C(CCCC)C12CCC(CC1)(CC2)C(=O)O (4-pentylbicyclo[2,2,2]octanecarboxylic acid). As a reaction SMILES: S(=O)(=O)(O)O.Br[C:7]12[CH2:14][CH2:13][C:10]([CH2:15][CH2:16][CH2:17][CH2:18][CH3:19])([CH2:11][CH2:12]1)[CH2:9][CH2:8]2.[CH:20]([OH:22])=[O:21]>S([O-])([O-])(=O)=O.[Ag+2]>[CH2:15]([C:10]12[CH2:13][CH2:14][C:7]([C:20]([OH:22])=[O:21])([CH2:12][CH2:11]1)[CH2:8][CH2:9]2)[CH2:16][CH2:17][CH2:18][CH3:19] |f:3.4|. Procedure: In another flask, 150 ml of concentrated sulfuric acid and 1.3 g of silver sulfate (Ag2SO4) were mixed and cooled to 5° C., and 5 ml of a solutoin of 3 g of the aforesaid 1-bromo-4-pentylbicyclo(2,2,2)octane in n--C6H14 was added. Subsequently, 1 ml of 98% HCOOH was gradually added thereto. After the evolution of gas ceased, the reaction solution was added to 600 ml of ice water to deposit crystals. The crystals were collected by filtration to obtain 4-pentylbicyclo[2,2,2]octanecarboxylic acid. Starting materials: ClCC=1N=C(OC1)C=CC1=CC=C(C=C1)SC(F)(F)F (4-chloromethyl-2-[2-(4-trifluoromethylsulfanyl-phenyl)-vinyl]-oxazole), ClC=1C=C(C=CC1)C(=O)OO (3-chloro-benzenecarboperoxoic acid). The solvent is ClCCl (dichloromethane). Product: ClCC=1N=C(OC1)C=CC1=CC=C(C=C1)S(=O)C(F)(F)F (4-chloromethyl-2-[2-(4-trifluoromethanesulfinyl-phenyl)-vinyl]-oxazole). The yield is 31.3%. Reaction SMILES: [Cl:1][CH2:2][C:3]1[N:4]=[C:5]([CH:8]=[CH:9][C:10]2[CH:15]=[CH:14][C:13]([S:16][C:17]([F:20])([F:19])[F:18])=[CH:12][CH:11]=2)[O:6][CH:7]=1.ClC1C=C(C(OO)=[O:29])C=CC=1>ClCCl>[Cl:1][CH2:2][C:3]1[N:4]=[C:5]([CH:8]=[CH:9][C:10]2[CH:11]=[CH:12][C:13]([S:16]([C:17]([F:20])([F:19])[F:18])=[O:29])=[CH:14][CH:15]=2)[O:6][CH:7]=1. Procedure: A mixture of 17.6 g (55 mmol) 4-chloromethyl-2-[2-(4-trifluoromethylsulfanyl-phenyl)-vinyl]-oxazole and 14.93 g (60 mmol) 3-chloro-benzenecarboperoxoic acid in 200 ml dichloromethane was stirred at room temperature over night. After filtration, the filtrate was washed three times with sodium hydroxide solution, then with water, dried over sodium sulfate, filtered and evaporated. Purification on silica, after elution with heptane/ethyl acetate 5:1, yielded 5.78 g (31%) 4-chloromethyl-2-[2-(4-trif... Starting materials: C(C)OC(=O)COC1=C2CCC(CC2=CC=C1)CN1N=C(C=CC1=O)C(C1=CC=CC=C1)C1=CC=CC=C1 (2-[(1,2,3,4-tetrahydro-5-ethoxycarbonylmethoxy-2-naphthyl)methyl]-6-diphenylmethyl-3(2H)-pyridazinone), aqueous solution, [OH-].[Na+] (sodium hydroxide). Solvent: COCCOC (1,2-dimethoxyethane). The product is C(=O)(O)COC1=C2CCC(CC2=CC=C1)CN1N=C(C=CC1=O)C(C1=CC=CC=C1)C1=CC=CC=C1 (2-[(1,2,3,4-tetrahydro-5-carboxymethoxy-2-naphthyl)methyl]-6-diphenylmethyl-3(2H)-pyridazinone). Isolated yield 81.2%. As a reaction SMILES: C([O:3][C:4]([CH2:6][O:7][C:8]1[CH:17]=[CH:16][CH:15]=[C:14]2[C:9]=1[CH2:10][CH2:11][CH:12]([CH2:18][N:19]1[C:24](=[O:25])[CH:23]=[CH:22][C:21]([CH:26]([C:33]3[CH:38]=[CH:37][CH:36]=[CH:35][CH:34]=3)[C:27]3[CH:32]=[CH:31][CH:30]=[CH:29][CH:28]=3)=[N:20]1)[CH2:13]2)=[O:5])C.[OH-].[Na+]>COCCOC>[C:4]([CH2:6][O:7][C:8]1[CH:17]=[CH:16][CH:15]=[C:14]2[C:9]=1[CH2:10][CH2:11][CH:12]([CH2:18][N:19]1[C:24](=[O:25])[CH:23]=[CH:22][C:21]([CH:26]([C:33]3[CH:38]=[CH:37][CH:36]=[CH:35][CH:34]=3)[C:27]3[CH:28]=[CH:29][CH:30]=[CH:31][CH:32]=3)=[N:20]1)[CH2:13]2)([OH:5])=[O:3] |f:1.2|. Procedure details: A solution of 2-[(1,2,3,4-tetrahydro-5-ethoxycarbonylmethoxy-2-naphthyl)methyl]-6-diphenylmethyl-3(2H)-pyridazinone (0.43 g) in 1,2-dimethoxyethane (9.0 ml) and 1.0N aqueous solution of sodium hydroxide (0.85 ml) was stirred at room temperature For 5 hours. The solution was evaporated in vacuo and extracted with ethyl acetate and 1N hydrochloric acid. The organic layer was separated and washed with water and brine, dried over magnesium sulfate, and evaporated in vacuo. The residue was crystalliz...